Dataset: the Open Reaction Database (ORD), a public repository of structured organic reaction records. Task: describe an organic reaction: reactants, conditions, products, and yield Starting materials: O=C(NCCc1ccccc1)c1ccccn1, [NH4+], [OH-], O. The product is c1ccc(C2=NCCc3ccccc32)nc1. Reaction SMILES: [CH2:1]([CH2:2][c:3]1[cH:4][cH:5][cH:6][cH:7][cH:8]1)[NH:9][C:10](=[O:11])[c:12]1[n:13][cH:14][cH:15][cH:16][cH:17]1.[NH4+:18].[OH-:19].[OH2:20]>>[CH2:1]1[CH2:2][c:3]2[cH:4][cH:5][cH:6][cH:7][c:8]2[C:10]([c:12]2[n:13][cH:14][cH:15][cH:16][cH:17]2)=[N:9]1.